This data is from the Open Reaction Database (ORD), a public repository of structured organic reaction records. The task is: describe an organic reaction: reactants, conditions, products, and yield The reactants are [Si](C1=CC=CC=C1)(C1=CC=CC=C1)(C(C)(C)C)OC1=CC=C2CCC(C2=C1)N=[N+]=[N-] (6-tert-butyldiphenylsilyloxy-1-indanyl azide), [OH-].[Na+] (NaOH), [H-].[H-].[H-].[H-].[Li+].[Al+3] (LiAlH4), CCOC(=O)C (EtOAc). Solvent: TBF, O (H2O), O (H2O). Conditions: temperature 0 celsius, time 1 hour. Product: [Si](C1=CC=CC=C1)(C1=CC=CC=C1)(C(C)(C)C)OC1=CC=C2CCC(C2=C1)N (6-tert-Butyldiphenylsilyloxy-1-indanylamine). RXN SMILES: [Si:1]([O:18][C:19]1[CH:27]=[C:26]2[C:22]([CH2:23][CH2:24][CH:25]2[N:28]=[N+]=[N-])=[CH:21][CH:20]=1)([C:14]([CH3:17])([CH3:16])[CH3:15])([C:8]1[CH:13]=[CH:12][CH:11]=[CH:10][CH:9]=1)[C:2]1[CH:7]=[CH:6][CH:5]=[CH:4][CH:3]=1.[H-].[H-].[H-].[H-].[Li+].[Al+3].CCOC(C)=O.[OH-].[Na+]>O>[Si:1]([O:18][C:19]1[CH:27]=[C:26]2[C:22]([CH2:23][CH2:24][CH:25]2[NH2:28])=[CH:21][CH:20]=1)([C:14]([CH3:17])([CH3:16])[CH3:15])([C:8]1[CH:13]=[CH:12][CH:11]=[CH:10][CH:9]=1)[C:2]1[CH:7]=[CH:6][CH:5]=[CH:4][CH:3]=1 |f:1.2.3.4.5.6,8.9|. Procedure details: To a solution of 6-tert-butyldiphenylsilyloxy-1-indanyl azide, as described above in Step C, (6.10 g, 14.7 mmol) in TBF (150 mL) at 0° C. was added LiAlH4 (1.0 M in THF, 17.7 mL, 17.7 mmol), dropwise. The reaction mixture was stirred at 0° C. for 1 hour then EtOAc (0.7 mL) was added, followed by H2O (0.7 mL), then 15% aqueous NaOH (0.7 mL), then H2O (2.1 mL). The quenched mixture was stirred at ambient temperature for 18 hours, then filtered, and concentrated in vacuo. The residue was purified b... The reactants are COC1OC(CC1)OC (2,5-dimethoxy-tetrahydrofuran), Cl.ClC1=CC=NC=C1 (4chloropyridine hydrochloride), NC1=NC(=CC=C1[N+](=O)[O-])OC (2-amino-6methoxy-3-nitropyridine). Solvent: O1CCOCC1 (dioxane). The product is COC1=CC=C(C(=N1)N1C=CC=C1)[N+](=O)[O-] (6-methoxy-3-nitro-2-(1-pyrrolyl)pyridine). Reaction SMILES: CO[CH:3]1[CH2:7][CH2:6][CH:5](OC)O1.Cl.ClC1C=CN=CC=1.[NH2:18][C:19]1[C:24]([N+:25]([O-:27])=[O:26])=[CH:23][CH:22]=[C:21]([O:28][CH3:29])[N:20]=1>O1CCOCC1>[CH3:29][O:28][C:21]1[N:20]=[C:19]([N:18]2[CH:3]=[CH:7][CH:6]=[CH:5]2)[C:24]([N+:25]([O-:27])=[O:26])=[CH:23][CH:22]=1 |f:1.2|. Reported procedure: 10.45 g (0.0791 mol; 1.2 eq) of 2,5-dimethoxy-tetrahydrofuran and 12.00 g (0.0791 mol; 1.2 eq) of 4chloropyridine hydrochloride are stirred for 10 minutes in 300 cm3 of dioxane. 11.15 g (0.0659 mol) of 2-amino-6methoxy-3-nitropyridine are added and the solution is brought to reflux for 4 h. The dioxane is evaporated under reduced pressure. Starting materials: OCC(=O)OCC (Ethyl 2-hydroxyacetate), CN1CCNCC1 (1-methylpiperazine). Solvent: O1CCOCC1 (1,4-dioxane). Run at temperature 120 celsius, time 8 hour. Yields the product OCC(=O)N1CCN(CC1)C (2-hydroxy-1-(4-methyl piperazin-1-yl)ethanone). As a reaction SMILES: [OH:1][CH2:2][C:3]([O:5]CC)=O.[CH3:8][N:9]1[CH2:14][CH2:13][NH:12][CH2:11][CH2:10]1>O1CCOCC1>[OH:1][CH2:2][C:3]([N:12]1[CH2:13][CH2:14][N:9]([CH3:8])[CH2:10][CH2:11]1)=[O:5]. Procedure details: Ethyl 2-hydroxyacetate (6.85 g, 65.8 mmol, 1.0 eq) and 1-methylpiperazine (5.26 g, 52.6 mmol, 0.8 eq) were dissolved in 1,4-dioxane (10 mL) in a sealed tube and the mixture was stirred at 120° C. overnight. The mixture was allowed to cool to RT and then concentrated in vacuo. The residue was purified by flash column chromatography on silica gel (2% MeOH-DCM) to afford the product 2-hydroxy-1-(4-methyl piperazin-1-yl)ethanone. Reactants: N#Cc1ccc(Cn2cncc2CCC=O)cc1, CC(C)(C)[O-], CCO, [K+]. Yields the product N#Cc1ccc(C2=CCCc3cncn32)cc1. As a reaction SMILES: [C:1](#[N:2])[c:3]1[cH:4][cH:5][c:6]([CH2:9][n:10]2[cH:11][n:12][cH:13][c:14]2[CH2:15][CH2:16][CH:17]=[O:18])[cH:7][cH:8]1.[CH3:19][C:20]([CH3:21])([O-:22])[CH3:23].[CH3:25][CH2:26][OH:27].[K+:24]>>[C:1](#[N:2])[c:3]1[cH:4][cH:5][c:6]([C:9]2=[CH:17][CH2:16][CH2:15][c:14]3[n:10]2[cH:11][n:12][cH:13]3)[cH:7][cH:8]1. Starting materials: ClC1C(CCC1)=O (2-chlorocyclopentanone), COC=1C=C(C=CC1N1C=NC(=C1)C)NC(=S)N ([3-methoxy-4-(4-methyl-imidazol-1-yl)-phenyl]-thiourea). Solvent: C(C)O (ethanol), O1CCOCC1 (dioxane). Yields the product S1C(=NC2=C1CCC2)NC2=CC(=C(C=C2)N2C=NC(=C2)C)OC ((5,6-Dihydro-4H-cyclopentathiazol-2-yl)-[3-methoxy-4-(4-methyl-imidazol-1-yl)-phenyl]-amine). As a reaction SMILES: Cl[CH:2]1[CH2:6][CH2:5][CH2:4][C:3]1=O.[CH3:8][O:9][C:10]1[CH:11]=[C:12]([NH:22][C:23]([NH2:25])=[S:24])[CH:13]=[CH:14][C:15]=1[N:16]1[CH:20]=[C:19]([CH3:21])[N:18]=[CH:17]1>C(O)C.O1CCOCC1>[S:24]1[C:3]2[CH2:4][CH2:5][CH2:6][C:2]=2[N:25]=[C:23]1[NH:22][C:12]1[CH:13]=[CH:14][C:15]([N:16]2[CH:20]=[C:19]([CH3:21])[N:18]=[CH:17]2)=[C:10]([O:9][CH3:8])[CH:11]=1. Procedure details: The title compound was prepared in analogy to example 1 step e) from 40 mg (0.33 mmol) 2-chlorocyclopentanone and 79 mg (0.3 mmol) [3-methoxy-4-(4-methyl-imidazol-1-yl)-phenyl]-thiourea in ethanol (1.5 ml) and dioxane (1.5 ml). The crude product was purified on silica gel with methylene chloride/methanol 19/1 yielding 41 mg (42%) (5,6-dihydro-4H-cyclopentathiazol-2-yl)-[3-methoxy-4-(4-methyl-imidazol-1-yl)-phenyl]-amine as a light yellow solid. MS ISP (m/e): 327.3 (100) (M+H)+. 1H NMR (DMSO-D6, ... Reported procedure: A solution of 1-cyano-4-fluoronaphthalene in pyridine (0.6 M, 1 mL) was transferred to a Pyrex tube and N,N-diethylnipecotamide (447 mg, 2.4 mmol) was added. The tube was capped and the reaction tube was exposed to microwave irradiation (220° C., 10 min). The reaction mixture was concentrated and purified according to Purification Method A. Solvent: N1=CC=CC=C1 (pyridine). As a reaction SMILES: [C:1]([C:3]1[C:12]2[C:7](=[CH:8][CH:9]=[CH:10][CH:11]=2)[C:6](F)=[CH:5][CH:4]=1)#[N:2].[CH2:14]([N:16]([CH2:25][CH3:26])[C:17](=[O:24])[CH:18]1[CH2:23][CH2:22][CH2:21][NH:20][CH2:19]1)[CH3:15]>N1C=CC=CC=1>[CH2:25]([N:16]([CH2:14][CH3:15])[C:17]([CH:18]1[CH2:23][CH2:22][CH2:21][N:20]([C:6]2[C:7]3[C:12](=[CH:11][CH:10]=[CH:9][CH:8]=3)[C:3]([C:1]#[N:2])=[CH:4][CH:5]=2)[CH2:19]1)=[O:24])[CH3:26]. Reactants: C(#N)C1=CC=C(C2=CC=CC=C12)F (1-cyano-4-fluoronaphthalene), C(C)N(C(C1CNCCC1)=O)CC (N,N-diethylnipecotamide). Yields the product C(C)N(C(=O)C1CN(CCC1)C1=CC=C(C2=CC=CC=C12)C#N)CC (1-(4-Cyanonaphthalen-1-yl)piperidine-3-carboxylic acid diethylamide). As a reaction SMILES: [C:1]1([CH:7]2[C:12]3=[N:13][CH:14]=[CH:15][CH:16]=[C:11]3[C:10](=[O:17])CO2)[CH:6]=[CH:5][CH:4]=[CH:3][CH:2]=1.[N:18]1[CH:23]=[CH:22][C:21]([CH2:24][NH2:25])=[CH:20][CH:19]=1.[CH3:26]N(C=O)C>>[N:18]1[CH:23]=[CH:22][C:21]([CH2:24][N:25]2[CH:26]=[C:7]([C:1]3[CH:2]=[CH:3][CH:4]=[CH:5][CH:6]=3)[C:12]3[N:13]=[CH:14][CH:15]=[CH:16][C:11]=3[C:10]2=[O:17])=[CH:20][CH:19]=1. Reactants: C1(=CC=CC=C1)C1OCC(C=2C1=NC=CC2)=O (8 -phenylpyrano [3,4-b]pyridin-5-one), N1=CC=C(C=C1)CN (4-picolylamine), CN(C)C=O (DMF). The product is N1=CC=C(C=C1)CN1C(C=2C=CC=NC2C(=C1)C1=CC=CC=C1)=O (6-(4-pyridylmethyl)-8-phenyl-1,6-naphthyridin-5-one). The yield is 48.0%. Procedure details: To a solution of 8 -phenylpyrano [3,4-b]pyridin-5-one (102 mg, 0.46 mmoles) in 2 ml DMF was added 4-picolylamine (0.055 ml, 0.55 mmoles) under nitrogen. The reaction mixture was heated overnight to 80° C., cooled and then concentrated under vacuum to give 0,335 g crude product which was chromatographed eluting with 1:1 ethyl acetate/hexanes to give 69 mg (48% yield) of the desired 6-(4-pyridylmethyl)-8-phenyl-1,6-naphthyridin-5-one as a white solid. Characteristic analytical data are as follows:...